This data is from the Open Reaction Database (ORD), a public repository of structured organic reaction records. The task is: describe an organic reaction: reactants, conditions, products, and yield The reactants are S=C(Cl)Cl, ClCCl, Cc1ccc(N)c(Cl)n1, [Na+], [Na+], O=C([O-])[O-]. Yields the product Cc1ccc(N=C=S)c(Cl)n1. Reaction SMILES: [Cl:1][C:2]([Cl:3])=[S:4].[Cl:20][CH2:21][Cl:22].[Cl:5][c:6]1[n:7][c:8]([CH3:13])[cH:9][cH:10][c:11]1[NH2:12].[Na+:14].[Na+:15].[O-:16][C:17](=[O:18])[O-:19]>>[C:2](=[S:4])=[N:12][c:11]1[c:6]([Cl:5])[n:7][c:8]([CH3:13])[cH:9][cH:10]1. The product is FC1=C(C=CC(=C1)F)NC(CCC=1N=NN(N1)CCCCCCCCCCCC)=O (N-(2,4-Difluorophenyl)-2-dodecyl-2H-tetrazole-5-propanamide). Procedure details: In a manner similar to Example 34, 2-dodecyl-2H-tetrazole-5-propanoic acid was condensed with 2,4-difluoroaniline to give the title compound, mp 86°-87° C. RXN SMILES: [CH2:1]([N:13]1[N:17]=[N:16][C:15]([CH2:18][CH2:19][C:20]([OH:22])=O)=[N:14]1)[CH2:2][CH2:3][CH2:4][CH2:5][CH2:6][CH2:7][CH2:8][CH2:9][CH2:10][CH2:11][CH3:12].[F:23][C:24]1[CH:30]=[C:29]([F:31])[CH:28]=[CH:27][C:25]=1[NH2:26]>>[F:23][C:24]1[CH:30]=[C:29]([F:31])[CH:28]=[CH:27][C:25]=1[NH:26][C:20](=[O:22])[CH2:19][CH2:18][C:15]1[N:16]=[N:17][N:13]([CH2:1][CH2:2][CH2:3][CH2:4][CH2:5][CH2:6][CH2:7][CH2:8][CH2:9][CH2:10][CH2:11][CH3:12])[N:14]=1. Reactants: C(CCCCCCCCCCC)N1N=C(N=N1)CCC(=O)O (2-dodecyl-2H-tetrazole-5-propanoic acid), FC1=C(N)C=CC(=C1)F (2,4-difluoroaniline). The reactants are NC(=S)N.C=O (thiourea formaldehyde), N1=C(N)N=C(N)N=C1N.NC(=S)N.C=O (melamine thiourea formaldehyde), C=O.N1=C(N)N=C(N)N=C1N (melamine-formaldehyde). Product: N1=C(N)N=C(N)N=C1N (melamine), NC(=S)N (thiourea), C=O (formaldehyde). RXN SMILES: [CH2:1]=[O:2].[N:3]1[C:10]([NH2:11])=[N:9][C:7]([NH2:8])=[N:6][C:4]=1[NH2:5].[NH2:12][C:13]([NH2:15])=[S:14].C=O.N1C(N)=NC(N)=NC=1N.NC(N)=S.C=O>>[N:3]1[C:10]([NH2:11])=[N:9][C:7]([NH2:8])=[N:6][C:4]=1[NH2:5].[NH2:12][C:13]([NH2:15])=[S:14].[CH2:1]=[O:2] |f:0.1,2.3,4.5.6|. Reported procedure: The prepolymer for use in the present invention is produced from melamine, thiourea and formaldehyde, or from a melamine-formaldehyde prepolymer combined (hereinafter referred to as M/F prepolymer) with a thiourea-formaldehyde prepolymer (hereinafter referred to as TU/F prepolymer). The single use of a melamine-thiourea-formaldehyde prepolymer(hereinafter referred to as M/TU/F prepolymer) obtained by the reaction of melamine, thiourea and formaldehyde, or the combined use of M/F prepolymer and T... The reactants are C(=O)(O)C1=CC=C(C=CC(=O)OC)C=C1 (methyl 4-carboxycinnamate). Reagents/catalysts: [Pd] (palladium on carbon). The yield is 85.8%. Procedure details: A mixture of methyl 4-carboxycinnamate (1.5 g) and 10% palladium on carbon (300 mg) in methanol (5 ml) was stirred for 2 hours at ambient temperature under hydrogen atmosphere. Insoluble material was filtered off, and the filtrate was concentrated in vacuo to give 4-[2-(methoxycarbonyl)ethyl]benzoic acid (1.3 g). As a reaction SMILES: [C:1]([C:4]1[CH:15]=[CH:14][C:7]([CH:8]=[CH:9][C:10]([O:12][CH3:13])=[O:11])=[CH:6][CH:5]=1)([OH:3])=[O:2]>[Pd].CO>[CH3:13][O:12][C:10]([CH2:9][CH2:8][C:7]1[CH:14]=[CH:15][C:4]([C:1]([OH:3])=[O:2])=[CH:5][CH:6]=1)=[O:11]. The product is COC(=O)CCC1=CC=C(C(=O)O)C=C1 (4-[2-(methoxycarbonyl)ethyl]benzoic acid). Reaction conditions: time 2 hour. Run in CO (methanol). The reactants are P(=O)([O-])([O-])[O-] (phosphate), C(C=C)OC(=O)N1[C@@H](C(=CC1)C=1N=C(SC1)SC1=C(N2C([C@@H]([C@H]2[C@H]1C)[C@@H](C)O)=O)C(=O)OCC=C)CO (allyl (4R,5S,6S)-3-({4-[(2S)-1-[(allyloxy)carbonyl]-2-(hydroxymethyl)-2,5-dihydro-1H-pyrrol-3-yl]-1,3-thiazol-2-yl}sulfanyl)-6-[(1R)-1-hydoxyethyl]-4-methyl-7-oxo-1-azabicyclo[3.2.0]hept-2-ene-2-carboxylate), C(C)(=O)O (acetic acid), C(CCC)[SnH](CCCC)CCCC (tributyltin hydride). The reagents and catalysts are Cl[Pd]([P](C1=CC=CC=C1)(C2=CC=CC=C2)C3=CC=CC=C3)([P](C4=CC=CC=C4)(C5=CC=CC=C5)C6=CC=CC=C6)Cl (bis(triphenylphosphine)palladium chloride). The solvent is ClCCl (dichloromethane), ClCCl (dicloromethane). Reaction conditions: time 3 minute. The product is O[C@H](C)[C@@H]1[C@H]2[C@H](C(=C(N2C1=O)C(=O)O)SC=1SC=C(N1)C=1[C@H](NCC1)CO)C ((4R,5S,6S)-6-[(1R)-1-hydroxyethyl]-3-({4-[(2S)-2-(hydroxymethyl)-2,5-dihydro-1H-pyrrol-3-yl]-1,3-thiazol-2-yl}sulfanyl]-4-methyl-7-oxo-1-azabicyclo[3.2.0]hept-2-ene-2-carboxylic acid). Yield: 48.4%. As a reaction SMILES: C(OC([N:7]1[CH2:11][CH:10]=[C:9]([C:12]2[N:13]=[C:14]([S:17][C:18]3[C@H:24]([CH3:25])[C@H:23]4[N:20]([C:21](=[O:29])[C@@H:22]4[C@H:26]([OH:28])[CH3:27])[C:19]=3[C:30]([O:32]CC=C)=[O:31])[S:15][CH:16]=2)[C@H:8]1[CH2:36][OH:37])=O)C=C.C(O)(=O)C.C([SnH](CCCC)CCCC)CCC.P([O-])([O-])([O-])=O>ClCCl.Cl[Pd](Cl)([P](C1C=CC=CC=1)(C1C=CC=CC=1)C1C=CC=CC=1)[P](C1C=CC=CC=1)(C1C=CC=CC=1)C1C=CC=CC=1>[OH:28][C@@H:26]([C@H:22]1[C:21](=[O:29])[N:20]2[C@@H:23]1[C@@H:24]([CH3:25])[C:18]([S:17][C:14]1[S:15][CH:16]=[C:12]([C:9]3[C@@H:8]([CH2:36][OH:37])[NH:7][CH2:11][CH:10]=3)[N:13]=1)=[C:19]2[C:30]([OH:32])=[O:31])[CH3:27] |^1:65,84|. Procedure details: To a solution of allyl (4R,5S,6S)-3-({4-[(2S)-1-[(allyloxy)carbonyl]-2-(hydroxymethyl)-2,5-dihydro-1H-pyrrol-3-yl]-1,3-thiazol-2-yl}sulfanyl)-6-[(1R)-1-hydoxyethyl]-4-methyl-7-oxo-1-azabicyclo[3.2.0]hept-2-ene-2-carboxylate (33 mg, 0.06 mmol) in dicloromethane (3 ml) were added at 0° C. acetic acid (8.6 μl, 0.15 mmol), tributyltin hydride (165 ml, 0.61 mmol) and bis(triphenylphosphine)palladium chloride (4.2 mg, 0.006 mmol), and the mixture was stirred at the same temperature for 3 minutes. To t... As a reaction SMILES: [NH2:1][CH2:2][C:3]1[CH:4]=[C:5]([CH:9]2[N:12]([C:13]3[CH:18]=[CH:17][C:16]([F:19])=[CH:15][CH:14]=3)[C:11](=[O:20])[CH:10]2[CH2:21][CH2:22][CH:23]([C:25]2[CH:30]=[CH:29][C:28]([F:31])=[CH:27][CH:26]=2)[OH:24])[CH:6]=[CH:7][CH:8]=1.[OH:32][CH:33]([CH:58]([OH:65])[CH:59]([OH:64])[CH:60]([OH:63])[CH2:61][OH:62])[C:34](=[O:57])[CH2:35][O:36][CH2:37][CH2:38][O:39][CH2:40][CH2:41][NH:42][C:43]([CH2:45][O:46][CH2:47][CH2:48][O:49][CH2:50][CH2:51][O:52][CH2:53][C:54](O)=[O:55])=[O:44].C(N=C=NC(C)C)(C)C.OC1C2N=NNC=2C=CC=1>CN(C)C=O>[F:19][C:16]1[CH:15]=[CH:14][C:13]([N:12]2[C:11](=[O:20])[CH:10]([CH2:21][CH2:22][CH:23]([C:25]3[CH:26]=[CH:27][C:28]([F:31])=[CH:29][CH:30]=3)[OH:24])[CH:9]2[C:5]2[CH:4]=[C:3]([CH:8]=[CH:7][CH:6]=2)[CH2:2][NH:1][C:54](=[O:55])[CH2:53][O:52][CH2:51][CH2:50][O:49][CH2:48][CH2:47][O:46][CH2:45][C:43](=[O:44])[NH:42][CH2:41][CH2:40][O:39][CH2:38][CH2:37][O:36][CH2:35][C:34](=[O:57])[CH:33]([OH:32])[CH:58]([OH:65])[CH:59]([OH:64])[CH:60]([OH:63])[CH2:61][OH:62])=[CH:18][CH:17]=1. The reactants are NCC=1C=C(C=CC1)C1C(C(N1C1=CC=C(C=C1)F)=O)CCC(O)C1=CC=C(C=C1)F (4-(3-Aminomethylphenyl)-1-(4-fluorophenyl)-3-[3-(4-fluorophenyl)-3-hydroxypropyl]-azetidin-2-one), OC(C(COCCOCCNC(=O)COCCOCCOCC(=O)O)=O)C(C(C(CO)O)O)O ({2-[2-({2-[2-(3,4,5,6,7-Pentahydroxy-2-oxoheptyloxy)ethoxy]ethylcarbamoyl}-methoxy)ethoxy]ethoxy}acetic acid), C(C)(C)N=C=NC(C)C (diisopropylcarbodiimide), OC1=CC=CC=2NN=NC21 (hydroxybenzotriazole). Product: FC1=CC=C(C=C1)N1C(C(C1=O)CCC(O)C1=CC=C(C=C1)F)C=1C=C(CNC(COCCOCCOCC(NCCOCCOCC(C(C(C(C(CO)O)O)O)O)=O)=O)=O)C=CC1 (N-(3-{1-(4-Fluorophenyl)-3-[3-(4-fluorophenyl)-3-hydroxypropyl]-4-oxoazetidin-2-yl}-benzyl)-2-{2-[2-({2-[2-(3,4,5,6,7-pentahydroxy-2-oxo-heptyloxy)ethoxy]ethyl-carbamoyl}methoxy)ethoxy]ethoxy}acetamide). Procedure details: 29 is prepared similarly to 18 starting from 62 mg of 4-(3-aminomethylphenyl)-1-(4-fluorophenyl)-3-[3-(4-fluorophenyl)-3-hydroxypropyl]azetidin-2-one 15, 76 mg of {2-[2-({2-[2-(3,4,5,6,7-pentahydroxy-2-oxoheptyloxy)ethoxy]ethylcarbamoyl}methoxy)-ethoxy]ethoxy}acetic acid 26, 57 μl of diisopropylcarbodiimide and 40 mg of hydroxybenzotriazole in 2 ml of dimethylformamide. This gives 29: The solvent is CN(C=O)C (dimethylformamide). As a reaction SMILES: [C:21](=[O:22])([O-:23])[O-:24].[CH3:33][c:34]1[cH:35][cH:36][cH:37][cH:38][cH:39]1.[Cl:1][c:2]1[cH:3][c:4]2[c:8]([c:9]([Cl:11])[cH:10]1)[C:7](=[O:12])[N:6]([CH2:13][c:14]1[cH:15][cH:16][c:17]([Br:20])[cH:18][cH:19]1)[CH2:5]2.[Cs+:25].[Cs+:26].[F:27][C:28]([CH2:29][OH:30])([F:31])[F:32].[O-:41][C:42]([CH3:43])=[O:44].[O-:45][C:46]([CH3:47])=[O:48].[Pd+2:40]>>[c:2]1([O:30][CH2:29][C:28]([F:27])([F:31])[F:32])[cH:3][c:4]2[c:8]([c:9]([Cl:11])[cH:10]1)[C:7](=[O:12])[N:6]([CH2:13][c:14]1[cH:15][cH:16][c:17]([Br:20])[cH:18][cH:19]1)[CH2:5]2. The product is O=C1c2c(Cl)cc(OCC(F)(F)F)cc2CN1Cc1ccc(Br)cc1. Starting materials: O=C([O-])[O-], Cc1ccccc1, O=C1c2c(Cl)cc(Cl)cc2CN1Cc1ccc(Br)cc1, [Cs+], [Cs+], OCC(F)(F)F, CC(=O)[O-], CC(=O)[O-], [Pd+2]. Reactants: CN(C)C=O (DMF), BrC=1C=C2COC3(C2=CC1)CN(C3)C(=O)OC(C)(C)C (tert-butyl 5′-bromo-3′H-spiro[azetidine-3,1′-isobenzofuran]-1-carboxylate), BrC=1C=C2COC3(C2=CC1)CN(C3)C(=O)OC(C)(C)C (tert-butyl 5′-bromo-3′H-spiro[azetidine-3,1′-isobenzofuran]-1-carboxylate), [Li]CCCC (n-BuLi). Run in C1CCOC1 (THF). Run at temperature -78 celsius, time 10 minute. Product: C(=O)C=1C=C2COC3(C2=CC1)CN(C3)C(=O)OC(C)(C)C (tert-butyl 5′-formyl-3′H-spiro[azetidine-3,1′-isobenzofuran]-1-carboxylate). Yield: 88.2%. Reaction SMILES: Br[C:2]1[CH:3]=[C:4]2[C:8](=[CH:9][CH:10]=1)[C:7]1([CH2:13][N:12]([C:14]([O:16][C:17]([CH3:20])([CH3:19])[CH3:18])=[O:15])[CH2:11]1)[O:6][CH2:5]2.[Li]CCCC.CN([CH:29]=[O:30])C>C1COCC1>[CH:29]([C:2]1[CH:3]=[C:4]2[C:8](=[CH:9][CH:10]=1)[C:7]1([CH2:13][N:12]([C:14]([O:16][C:17]([CH3:20])([CH3:19])[CH3:18])=[O:15])[CH2:11]1)[O:6][CH2:5]2)=[O:30]. Procedure details: To a stirred solution of tert-butyl 5′-bromo-3′H-spiro[azetidine-3,1-isobenzofuran]-1-carboxylate (Intermediate 1, 2 g, 5.879 mmol, 1 eq) in dry THF (40 mL) was added n-BuLi (6.42 mL, 7.054 mmol, 1.2 eq) at −78° C. under nitrogen atmosphere. Reaction mixture was stirred for 10 minutes at −78° C. under nitrogen atmosphere. At −78° C., DMF (0.678 mL, 8.818 mmol, 1.5 eq) was added in drop wise manner over period of 10 minutes. Resulting reaction mixture was allowed to warm to −20° C. and stirred fo... Starting materials: CC(C)(C)OC(=O)NC1CCNCC1, C1=CC2=NC=CC(=C2C=C1Cl)Cl. The reagents and catalysts are C(=O)([O-])[O-].[Cs+].[Cs+], CC1(C2=C(C(=CC=C2)P(C3=CC=CC=C3)C4=CC=CC=C4)OC5=C1C=CC=C5P(C6=CC=CC=C6)C7=CC=CC=C7)C, CC(=O)O.CC(=O)O.[Pd]. Solvent: CC(=O)N(C)C. Conditions: temperature 150 celsius. Yields the product C1CN(CCC1N)C2=C3C=C(C=CC3=NC=C2)Cl. Yield: 5.0%. Procedure: diacetoxypalladium (5.60 mg, 0.02 mmol) was added in one portion to tert-butyl piperidin-4-ylcarbamate (100 mg, 0.50 mmol), 4,6-dichloroquinoline (89 mg, 0.45 mmol), (9,9-dimethyl-9H-xanthene-4,5-diyl)bis(diphenylphosphine) (28.9 mg, 0.05 mmol) and cesium carbonate (488 mg, 1.50 mmol) in DMA (5 mL). The resulting mixture was stirred at 150 °C for 1 hour. LCMS analysis showed formation of a small amount of the desired product. The mixture was heated for a further 2 hours, after which time LCMS an...